From a dataset of the Open Reaction Database (ORD), a public repository of structured organic reaction records. describe an organic reaction: reactants, conditions, products, and yield Procedure details: Analoguous to Example 4, the reaction is carried out with 20 g of 4.5-dihydro-6-[5-(pyrazol-1-yl-methyl)-thien-2-yl]-3(2H)-pyridazinone (Example 3), 19.2 g of the sodium salt of 3-nitrobenzenesulfonic acid and 13.5 g of sodium hydroxide in 200 ml of water. The reaction mixture is neutralized by the addition of 16 ml of acetic acid. Reactants: N1(N=CC=C1)CC1=CC=C(S1)C=1CCC(NN1)=O (4.5-dihydro-6-[5-(pyrazol-1-yl-methyl)-thien-2-yl]-3(2H)-pyridazinone), [OH-].[Na+] (sodium hydroxide), [Na] (sodium), [N+](=O)([O-])C=1C=C(C=CC1)S(=O)(=O)O (3-nitrobenzenesulfonic acid). Reaction SMILES: [N:1]1([CH2:6][C:7]2[S:11][C:10]([C:12]3[CH2:13][CH2:14][C:15](=[O:18])[NH:16][N:17]=3)=[CH:9][CH:8]=2)[CH:5]=[CH:4][CH:3]=[N:2]1.[Na].[N+](C1C=C(S(O)(=O)=O)C=CC=1)([O-])=O.[OH-].[Na+]>O.C(O)(=O)C>[N:1]1([CH2:6][C:7]2[S:11][C:10]([C:12]3[CH:13]=[CH:14][C:15](=[O:18])[NH:16][N:17]=3)=[CH:9][CH:8]=2)[CH:5]=[CH:4][CH:3]=[N:2]1 |f:3.4,^1:18|. The product is N1(N=CC=C1)CC1=CC=C(S1)C=1C=CC(NN1)=O (6-[5-(Pyrazol-1-yl-methyl)-thien-2-yl]-3(2H)-pyridazinone). Solvent: O (water), C(C)(=O)O (acetic acid). Starting materials: aldehyde, O(C1=CC=CC=C1)C=1C=C(C=O)C=CC1 (3-phenoxybenzaldehyde), O(C1=CC=CC=C1)C=1C=C(C=O)C=CC1 (3-phenoxybenzaldehyde), S([O-])(O)=O.[Na+] (sodium bisulfite). The reagents and catalysts are Cl.C(C)N(CC)CC (triethylamine hydrochloride). Run in C1(=CC=CC=C1)C (toluene), aqueous solution. Reaction conditions: time 2 hour. Yields the product S([O-])(O)=O.[Na+].O(C1=CC=CC=C1)C=1C=C(C=O)C=CC1 (3-phenoxybenzaldehyde sodium bisulfite). Yield: 75.8%. Reaction SMILES: [S:1](=[O:4])([OH:3])[O-:2].[Na+:5].[O:6]([C:13]1[CH:14]=[C:15]([CH:18]=[CH:19][CH:20]=1)[CH:16]=[O:17])[C:7]1[CH:12]=[CH:11][CH:10]=[CH:9][CH:8]=1>C1(C)C=CC=CC=1.Cl.C(N(CC)CC)C>[S:1](=[O:2])([OH:4])[O-:3].[Na+:5].[O:6]([C:13]1[CH:14]=[C:15]([CH:18]=[CH:19][CH:20]=1)[CH:16]=[O:17])[C:7]1[CH:8]=[CH:9][CH:10]=[CH:11][CH:12]=1 |f:0.1,4.5,6.7.8|. Procedure details: To a solution prepared by dissolving 1.3 g of triethylamine hydrochloride (0.009 mole) in 69.2 g of a 35.8% aqueous solution of sodium bisulfite (0.238 mole of sodium bisulfite) while being stirred at room temperature, was added dropwise taking 2 hours a solution prepared by dissolving 50 g of crude 3-phenoxybenzaldehyde (72.5% purity (0.183 mole of 3-phenoxybenzaldehyde) and containing no other aldehyde compounds) in 80 g of toluene. Immediately after the starting of the dropwise addition, whit... The reactants are CN(C)C=NC(=O)C1(CCOCC1)C1=CC=C(C=C1)OCCCN1CCCC1 (N-[(dimethylamino)methylene]-4-[4-(3-pyrrolidin-1-ylpropoxy)phenyl]tetrahydro-2H-pyran-4-carboxamide), O.NN (hydrazine hydrate). The solvent is C(C)(=O)O (acetic acid). Conditions: temperature 100 celsius. Yields the product N1(CCCC1)CCCOC1=CC=C(C=C1)C1(CCOCC1)C1=NNC=N1 (3-{4-[4-(3-pyrrolidin-1-ylpropoxy)phenyl]tetrahydro-2H-pyran-4-yl}-1H-1,2,4-triazole). Yield: 24.5%. Reaction SMILES: C[N:2]([CH:4]=[N:5][C:6]([C:8]1([C:14]2[CH:19]=[CH:18][C:17]([O:20][CH2:21][CH2:22][CH2:23][N:24]3[CH2:28][CH2:27][CH2:26][CH2:25]3)=[CH:16][CH:15]=2)[CH2:13][CH2:12][O:11][CH2:10][CH2:9]1)=O)C.O.[NH2:30]N>C(O)(=O)C>[N:24]1([CH2:23][CH2:22][CH2:21][O:20][C:17]2[CH:18]=[CH:19][C:14]([C:8]3([C:6]4[N:5]=[CH:4][NH:2][N:30]=4)[CH2:13][CH2:12][O:11][CH2:10][CH2:9]3)=[CH:15][CH:16]=2)[CH2:25][CH2:26][CH2:27][CH2:28]1 |f:1.2|. Reported procedure: N-[(dimethylamino)methylene]-4-[4-(3-pyrrolidin-1-ylpropoxy)phenyl]tetrahydro-2H-pyran-4-carboxamide (0.15 g, 0.39 mmol), hydrazine hydrate (0.048 mL, 0.98 mmol) and acetic acid (1 mL) were combined and heated at 100° C. for 1.5 hours. The reaction mixture was concentrated in vacuo. The residue was dissolved in dichloromethane (100 mL) and washed with 10% aqueous sodium carbonate (20 mL). The organic was dried over sodium sulphate and evaporated to provide a clear oil. This was purified by flash... Starting materials: NC=1NC2=C(N1)C=CC=C2 (2-aminobenzimidazole), ClC1=CC=C(CCl)C=C1 (4-chlorobenzyl chloride), ClC=1C=C(C=O)C=CC1Cl (3,4-dichlorobenzaldehyde). Yields the product ClC1=CC=C(CN2C(=NC3=C2C=CC=C3)NCC3=CC(=C(C=C3)Cl)Cl)C=C1 (N-[1-(4-Chlorobenzyl)benzimidazol-2-yl]-3,4-dichlorobenzylamine). Reaction SMILES: [NH2:1][C:2]1[NH:3][C:4]2[CH:10]=[CH:9][CH:8]=[CH:7][C:5]=2[N:6]=1.[Cl:11][C:12]1[CH:19]=[CH:18][C:15]([CH2:16]Cl)=[CH:14][CH:13]=1.[Cl:20][C:21]1[CH:22]=[C:23]([CH:26]=[CH:27][C:28]=1[Cl:29])[CH:24]=O>>[Cl:11][C:12]1[CH:19]=[CH:18][C:15]([CH2:16][N:3]2[C:4]3[CH:10]=[CH:9][CH:8]=[CH:7][C:5]=3[N:6]=[C:2]2[NH:1][CH2:24][C:23]2[CH:26]=[CH:27][C:28]([Cl:29])=[C:21]([Cl:20])[CH:22]=2)=[CH:14][CH:13]=1. Procedure details: The title compound was prepared by Procedure C in two steps from 2-aminobenzimidazole, 4-chlorobenzyl chloride and, subsequently, 3,4-dichlorobenzaldehyde. The product was isolated by preparative LCMS to give the title compound as the free base (yellowish oil). Alternatively, the title compound can be prepared in two steps from 2-chlorobenzimidazole, 4-chlorobenzyl chloride and 3,4-dichlorobenzylamine by use of either Procedure B or by Procedure D. MS(ES+) m/z 416 (M+, 100). 1NMR (CDCl3) δ 4.70 ... Starting materials: O=C1N(CCC(C1)=O)C(=O)OC(C)(C)C (tert-butyl 2,4-dioxopiperidine-1-carboxylate), [Li+].C[Si](C)(C)[N-][Si](C)(C)C (LHMDS), OS(=O)(=O)[O-].[K+] (KHSO4), C(C1=CC=CC=C1)Br (Benzyl bromide). Solvent: C1CCOC1 (THF). Reaction conditions: temperature 20 celsius, time 30 minute. The product is C(C1=CC=CC=C1)C1C(CC(N(C1)C(=O)OC(C)(C)C)=O)=O (rac-tert-butyl 5-benzyl-2,4-dioxopiperidine-1-carboxylate). Isolated yield 35.1%. As a reaction SMILES: [O:1]=[C:2]1[CH2:7][C:6](=[O:8])[CH2:5][CH2:4][N:3]1[C:9]([O:11][C:12]([CH3:15])([CH3:14])[CH3:13])=[O:10].[Li+].C[Si]([N-][Si](C)(C)C)(C)C.[CH2:26](Br)[C:27]1[CH:32]=[CH:31][CH:30]=[CH:29][CH:28]=1.OS([O-])(=O)=O.[K+]>C1COCC1>[CH2:26]([CH:5]1[CH2:4][N:3]([C:9]([O:11][C:12]([CH3:15])([CH3:14])[CH3:13])=[O:10])[C:2](=[O:1])[CH2:7][C:6]1=[O:8])[C:27]1[CH:32]=[CH:31][CH:30]=[CH:29][CH:28]=1 |f:1.2,4.5|. Procedure details: To a solution of tert-butyl 2,4-dioxopiperidine-1-carboxylate (Ark Pharm, Inc., Libertyville, Ill.; 2.0 g, 9.389 mmol) in THF (1 L) at 20° C. was added LHMDS (1.0M in THF; 23.47 mL, 23.47 mmol) (dropwise), and the resulting mixture was stirred at 20° C. for 30 min. Benzyl bromide (3.1 g, 18.77 mmol) was added, and the resulting mixture was stirred at 20° C. for 1 h. The mixture was neutralized with 10M aq. KHSO4 solution and extracted with EtOAc. The organic extract was dried over Na2SO4, filter... Reactants: C(C1=CC=CC=C1)OC1=CC=C(CC2C(OC(O2)(C)C)=O)C=C1 (5-(4-benzyloxy-benzyl)-2,2-dimethyl-[1,3]dioxolan-4-one). The reagents and catalysts are [Pd] (Pd/C). Solvent: CCOC(=O)C (EtOAc). Reaction conditions: time 3 hour. Product: OC1=CC=C(CC2C(OC(O2)(C)C)=O)C=C1 (5-(4-hydroxy-benzyl)-2,2-dimethyl-[1,3]dioxolan-4-one). Yield: 105.0%. Reaction SMILES: C([O:8][C:9]1[CH:23]=[CH:22][C:12]([CH2:13][CH:14]2[O:18][C:17]([CH3:20])([CH3:19])[O:16][C:15]2=[O:21])=[CH:11][CH:10]=1)C1C=CC=CC=1>CCOC(C)=O.[Pd]>[OH:8][C:9]1[CH:23]=[CH:22][C:12]([CH2:13][CH:14]2[O:18][C:17]([CH3:20])([CH3:19])[O:16][C:15]2=[O:21])=[CH:11][CH:10]=1. Reported procedure: A mixture of 5-(4-benzyloxy-benzyl)-2,2-dimethyl-[1,3]dioxolan-4-one (1.0 g, 3.20 mmol) and 10% Pd/C (0.75 g) in EtOAc (40 mL) was purged with N2 then H2 and then stirred under a H2 balloon atmosphere for 3 h at room temperature. Upon reaction completion, Na2SO4 was added and the mixture filtered through hyflo. The solvent was removed in vacuo to afford 0.747 g (100%) 5-(4-hydroxy-benzyl)-2,2-dimethyl-[1,3]dioxolan-4-one. 1H NMR (500 MHz, CDCl3) δ 7.11 (d, 2H, J=8.31 Hz), 6.76 (d, 2H, J=8.31 Hz)... Starting materials: [Br-], Br, CO, Nc1cccc(Cl)c1Cl, [Na+], [Na+], [Na+], [Na+], O=C([O-])[O-], O, N#C[S-]. The product is N#CSc1ccc(N)c(Cl)c1Cl. As a reaction SMILES: [Br-:16].[Br:14].[CH3:23][OH:24].[NH2:1][c:2]1[cH:3][cH:4][cH:5][c:6]([Cl:7])[c:8]1[Cl:9].[Na+:10].[Na+:15].[Na+:17].[Na+:18].[O-:19][C:20](=[O:21])[O-:22].[OH2:25].[S-:11][C:12]#[N:13]>>[NH2:1][c:2]1[cH:3][cH:4][c:5]([S:11][C:12]#[N:13])[c:6]([Cl:7])[c:8]1[Cl:9]. Reactants: CS(=O)(=O)O, CCOC(C)=O, Cc1ccc(C(=O)NC2CC2)cc1-n1cnc2ccc(OC3CCN(C(C)C)C3)cc2c1=O. Product: CS(=O)(=O)O, Cc1ccc(C(=O)NC2CC2)cc1-n1cnc2ccc(OC3CCN(C(C)C)C3)cc2c1=O. Reaction SMILES: [CH3:1][S:2]([OH:3])(=[O:4])=[O:5].[CH3:39][CH2:40][O:41][C:42](=[O:43])[CH3:44].[CH:6]1([NH:9][C:10]([c:11]2[cH:12][c:13](-[n:18]3[cH:19][n:20][c:21]4[cH:22][cH:23][c:24]([O:29][CH:30]5[CH2:31][N:32]([CH:35]([CH3:36])[CH3:37])[CH2:33][CH2:34]5)[cH:25][c:26]4[c:27]3=[O:28])[c:14]([CH3:17])[cH:15][cH:16]2)=[O:38])[CH2:7][CH2:8]1>>[CH3:1][S:2](=[O:3])(=[O:4])[OH:5].[CH:6]1([NH:9][C:10]([c:11]2[cH:12][c:13](-[n:18]3[cH:19][n:20][c:21]4[cH:22][cH:23][c:24]([O:29][CH:30]5[CH2:31][N:32]([CH:35]([CH3:36])[CH3:37])[CH2:33][CH2:34]5)[cH:25][c:26]4[c:27]3=[O:28])[c:14]([CH3:17])[cH:15][cH:16]2)=[O:38])[CH2:7][CH2:8]1.